This data is from the Open Reaction Database (ORD), a public repository of structured organic reaction records. The task is: describe an organic reaction: reactants, conditions, products, and yield Reactants: C(C)(C)(C)OC(\C(=C\C=1OC(=CC1)C(=O)OC)\C)=O ((2E)-(5-Methoxycarbonylfuran-2-yl)-2-methylpropenoic acid tert-butyl ester). Reagents/catalysts: [Pd] (palladium/carbon), [Pd] (palladium/carbon). The solvent is CO (methanol). Conditions: time 2 hour. The product is C(C)(C)(C)OC(=O)C(CC1=CC=C(O1)C(=O)O)C (5-(2-tert-butoxycarbonylpropyl)furan-2-carboxylic acid). Yield: 96.4%. Reaction SMILES: [C:1]([O:5][C:6](=[O:19])/[C:7](/[CH3:18])=[CH:8]/[C:9]1[O:10][C:11]([C:14]([O:16]C)=[O:15])=[CH:12][CH:13]=1)([CH3:4])([CH3:3])[CH3:2]>CO.[Pd]>[C:1]([O:5][C:6]([CH:7]([CH3:18])[CH2:8][C:9]1[O:10][C:11]([C:14]([OH:16])=[O:15])=[CH:12][CH:13]=1)=[O:19])([CH3:4])([CH3:2])[CH3:3]. Reported procedure: (2E)-(5-Methoxycarbonylfuran-2-yl)-2-methylpropenoic acid tert-butyl ester (2.96 g, 11.1 mmol) was dissolved in methanol (100 ml), 10% palladium/carbon (0.3 g) was added, and the mixture was stirred at room temperature for 2 hours under a hydrogen atmosphere. After completion of the reaction, palladium/carbon was removed by celite filtration, and the solvent was evaporated under reduced pressure to give the title compound (2.72 g). Reactants: CN(C(=O)Cl)c1ccccc1, Cl, CN1CCCC1=N, c1ccccc1. Product: CN1CCCC1=NC(=O)N(C)c1ccccc1. RXN SMILES: [CH3:9][N:10]([C:11](=[O:12])[Cl:13])[c:14]1[cH:15][cH:16][cH:17][cH:18][cH:19]1.[ClH:1].[NH:2]=[C:3]1[N:4]([CH3:8])[CH2:5][CH2:6][CH2:7]1.[cH:20]1[cH:21][cH:22][cH:23][cH:24][cH:25]1>>[N:2](=[C:3]1[N:4]([CH3:8])[CH2:5][CH2:6][CH2:7]1)[C:11]([N:10]([CH3:9])[c:14]1[cH:15][cH:16][cH:17][cH:18][cH:19]1)=[O:12].